Task: describe an organic reaction: reactants, conditions, products, and yield. Dataset: the Open Reaction Database (ORD), a public repository of structured organic reaction records Starting materials: ( 4 ), C1(=CC=CC2=CC=CC=C12)[C@@H](C)NC1CN(C1)C(=O)OCC1=CC=CC=C1 (benzyl 3-[(R)-1-(naphthalen-1-yl)ethylamino]azetidine-1-carboxylate). The reagents and catalysts are [C].[Pd] (palladium carbon). The solvent is CO (methanol). Conditions: time 4 hour. Product: C1(=CC=CC2=CC=CC=C12)[C@@H](C)NC1CNC1 (3-[(R)-1-(naphthalen-1-yl)ethylamino]azetidine). Isolated yield 77.5%. As a reaction SMILES: [C:1]1([C@H:11]([NH:13][CH:14]2[CH2:17][N:16](C(OCC3C=CC=CC=3)=O)[CH2:15]2)[CH3:12])[C:10]2[C:5](=[CH:6][CH:7]=[CH:8][CH:9]=2)[CH:4]=[CH:3][CH:2]=1>CO.[C].[Pd]>[C:1]1([C@H:11]([NH:13][CH:14]2[CH2:17][NH:16][CH2:15]2)[CH3:12])[C:10]2[C:5](=[CH:6][CH:7]=[CH:8][CH:9]=2)[CH:4]=[CH:3][CH:2]=1 |f:2.3|. Procedure: To a solution of 5.0 g of 1-benzohydrylazetidin-3-one dissolved in 75 ml of toluene was added 2.98 ml of benzyloxycarbonyl chloride, and the mixture was stirred at 80° C. for 4 hours. The reaction mixture was evaporated, and then, to the residue were added water and ethyl acetate, the mixture was stirred and the liquids were separated. The organic layer was washed with water and a saturated brine, dried and concentrated. The residue was purified by silica gel column chromatography (hexane:ethyl ... The reactants are N1(CCNCC1)C(=O)OC(C)(C)C (1,1-Dimethylethyl 1-piperazinecarboxylate), ClC=1SC(=CN1)C(=O)OC (methyl 2-chloro-5-thiazolecarboxylate), C1(=NNCCCCCCCC1)C1=CCCCCCCCCC1 (diazabicycloundecene), CS(=O)C (dimethylsulfoxide), O (water). Reagents/catalysts: [I-].[K+] (potassium iodide). Run at temperature 80 celsius. Product: C(C)OC(=O)C=1N=C(SC1)N1CCN(CC1)C(=O)OC(C)(C)C (1,1-dimethylethyl 4-[4-(ethoxycarbonyl)-2-thiazolyl]-1-piperazinecarboxylate). Reaction SMILES: [N:1]1([C:7]([O:9][C:10]([CH3:13])([CH3:12])[CH3:11])=[O:8])[CH2:6][CH2:5][NH:4][CH2:3][CH2:2]1.ClC1S[C:17]([C:20](OC)=[O:21])=CN=1.[C:24]1([C:35]2CCCCCCCCCC=2)[CH2:34]CCCCCCCN[N:25]=1.[OH2:46].[CH3:47][S:48](C)=O>[I-].[K+]>[CH2:20]([O:21][C:35]([C:24]1[N:25]=[C:47]([N:4]2[CH2:5][CH2:6][N:1]([C:7]([O:9][C:10]([CH3:13])([CH3:12])[CH3:11])=[O:8])[CH2:2][CH2:3]2)[S:48][CH:34]=1)=[O:46])[CH3:17] |f:5.6|. Reported procedure: 1,1-Dimethylethyl 1-piperazinecarboxylate (1.86 g, 10 mmol), methyl 2-chloro-5-thiazolecarboxylate (1.92 g, 10.0 mmol), diazabicycloundecene (1.5 mL, 10 mmol) and a catalytic amount of potassium iodide (2 mg) were dissolved in 10 mL of dry dimethylsulfoxide and warmed to 80° C. for 16 h. The warm solution was added dropwise with stirring to 200 mL of cold water. The reaction mixture was extracted with diethyl ether. The resulting extract was washed with water and brine, dried over magnesium sulf... The reactants are C1(CC1)C(=O)N1C(CN(CC1)C(=O)OC(C)(C)C)C(=O)OC (1-tert-butyl 3-methyl 4-cyclopropanecarbonylpiperazine-1,3-dicarboxylate), [OH-].[Na+] (sodium hydroxide). The solvent is O (water), CO (methanol). Conditions: time 24 hour. Yields the product C1(CC1)C(=O)N1C(CN(CC1)C(=O)OC(C)(C)C)C(=O)[O-].[Na+] (sodium 1-tert-butyl 4-cyclopropanecarbonylpiperazine-1,3-dicarboxylate). Isolated yield 106.9%. As a reaction SMILES: [CH:1]1([C:4]([N:6]2[CH2:11][CH2:10][N:9]([C:12]([O:14][C:15]([CH3:18])([CH3:17])[CH3:16])=[O:13])[CH2:8][CH:7]2[C:19]([O:21]C)=[O:20])=[O:5])[CH2:3][CH2:2]1.[OH-].[Na+:24]>CO.O>[CH:1]1([C:4]([N:6]2[CH2:11][CH2:10][N:9]([C:12]([O:14][C:15]([CH3:18])([CH3:16])[CH3:17])=[O:13])[CH2:8][CH:7]2[C:19]([O-:21])=[O:20])=[O:5])[CH2:3][CH2:2]1.[Na+:24] |f:1.2,5.6|. Reported procedure: To a solution of 11.5 g (36.8 mmol) of 1-tert-butyl 3-methyl 4-cyclopropanecarbonylpiperazine-1,3-dicarboxylate in 127.5 ml of methanol are added 1.77 g of sodium hydroxide dissolved in 22.5 ml of water. The mixture is stirred for 24 hours and the reaction medium is then concentrated under reduced pressure and the residue co-evaporated with toluene, to give 12.6 g of sodium 1-tert-butyl 4-cyclopropanecarbonylpiperazine-1,3-dicarboxylate in the form of a white powder after drying, and is used as ... The reactants are Cc1ccccc1, ClP(Cl)(Cl)(Cl)Cl, CC(C)C(=O)Nc1ccccc1C(F)(F)F. Yields the product CC(C)C(Cl)=Nc1ccccc1C(F)(F)F. RXN SMILES: [CH3:23][c:24]1[cH:25][cH:26][cH:27][cH:28][cH:29]1.[Cl:17][P:18]([Cl:19])([Cl:20])([Cl:21])[Cl:22].[F:1][C:2]([c:3]1[c:4]([NH:9][C:10]([CH:11]([CH3:12])[CH3:13])=[O:14])[cH:5][cH:6][cH:7][cH:8]1)([F:15])[F:16]>>[F:1][C:2]([c:3]1[c:4]([N:9]=[C:10]([CH:11]([CH3:12])[CH3:13])[Cl:17])[cH:5][cH:6][cH:7][cH:8]1)([F:15])[F:16]. Starting materials: CS(C)=O, ClCc1ccc(Cl)cc1, Cl, [H-], [Na+], O, O=C1NC(=O)C(Cc2ccc(O)cc2)S1. The product is O=C1NC(=O)C(Cc2ccc(OCc3ccc(Cl)cc3)cc2)S1. RXN SMILES: [CH3:29][S:30]([CH3:31])=[O:32].[Cl:18][c:19]1[cH:20][cH:21][c:22]([CH2:23][Cl:24])[cH:25][cH:26]1.[ClH:27].[H-:16].[Na+:17].[OH2:28].[OH:1][c:2]1[cH:3][cH:4][c:5]([CH2:6][CH:7]2[C:8](=[O:13])[NH:9][C:10](=[O:12])[S:11]2)[cH:14][cH:15]1>>[O:1]([c:2]1[cH:3][cH:4][c:5]([CH2:6][CH:7]2[C:8](=[O:13])[NH:9][C:10](=[O:12])[S:11]2)[cH:14][cH:15]1)[CH2:23][c:22]1[cH:21][cH:20][c:19]([Cl:18])[cH:26][cH:25]1. Starting materials: N(=O)[O-].[Na+] (Sodium nitrite), ice, C(CCC)C1=CC=C(N)C=C1 (4-n-butylaniline), [Sn](Cl)(Cl)(Cl)Cl (tin chloride). Solvent: O (water), Cl (hydrochloric acid), Cl (hydrochloric acid). Conditions: temperature 0 celsius, time 15 minute. Yields the product C(CCC)C1=CC=C(C=C1)NN (p-Butylphenylhydrazine). Isolated yield 66.0%. As a reaction SMILES: [N:1]([O-])=O.[Na+].[CH2:5]([C:9]1[CH:15]=[CH:14][C:12]([NH2:13])=[CH:11][CH:10]=1)[CH2:6][CH2:7][CH3:8].[Sn](Cl)(Cl)(Cl)Cl>O.Cl>[CH2:5]([C:9]1[CH:10]=[CH:11][C:12]([NH:13][NH2:1])=[CH:14][CH:15]=1)[CH2:6][CH2:7][CH3:8] |f:0.1|. Procedure: Sodium nitrite (11.74 g, 0.17 mol) in water (50 mL) was added over 30 min to an ice-cooled and stirred suspension of 4-n-butylaniline (24.30 g, 0.16 mol) in 6 N hydrochloric acid (190 mL). After an additional 15 min, a suspension of tin chloride dehydrate (108.3 g, 0.4 mol) in 6 N hydrochloric acid (190 mL) was added slowly, and the resulting suspension was stirred at 0° C. for 3 h. The solid was filtered and dissolved in a mixture of 40% potassium hydroxide solution (200 mL) and ethyl acetate (... The reactants are C(C)(C)(C)OC(=O)C1=CC=C2C(=CNC2=C1)C1CCCCC1 (tert-butyl-3-cyclohexyl-1H-indole-6-carboxylate), C1CC(=O)N(C1=O)Br (NBS), CCOC(=O)C (EtOAc), S(=S)(=O)([O-])[O-].[Na+].[Na+] (sodium thiosulfate). Run in C(Cl)(Cl)(Cl)Cl (CCl4). Reaction conditions: time 2 hour. The product is BrC=1NC2=CC(=CC=C2C1C1CCCCC1)C(=O)OC(C)(C)C (tert-butyl 2-bromo-3-cyclohexyl-1H-indole-6-carboxylate). The yield is 68.0%. Reaction SMILES: [C:1]([O:5][C:6]([C:8]1[CH:16]=[C:15]2[C:11]([C:12]([CH:17]3[CH2:22][CH2:21][CH2:20][CH2:19][CH2:18]3)=[CH:13][NH:14]2)=[CH:10][CH:9]=1)=[O:7])([CH3:4])([CH3:3])[CH3:2].C1C(=O)N([Br:30])C(=O)C1.S([O-])([O-])(=O)=S.[Na+].[Na+].CCOC(C)=O>C(Cl)(Cl)(Cl)Cl>[Br:30][C:13]1[NH:14][C:15]2[C:11]([C:12]=1[CH:17]1[CH2:22][CH2:21][CH2:20][CH2:19][CH2:18]1)=[CH:10][CH:9]=[C:8]([C:6]([O:5][C:1]([CH3:4])([CH3:2])[CH3:3])=[O:7])[CH:16]=2 |f:2.3.4|. Procedure details: To a solution (0.14 M) of tert-butyl-3-cyclohexyl-1H-indole-6-carboxylate in CCl4 was added NBS (1.1 eq.) portionwise over a period of 1 h at RT. The resulting mixture was stirred 2 h at RT, then a saturated aqueous solution of sodium thiosulfate was added and the reaction mixture vigorously stirred for 1 h. EtOAc was then added and the organic layer was separated and washed with a saturated aqueous solution of sodium thiosulfate (3×) then dried over Na2SO4 and evaporated. The residue was purifi... Starting materials: N[C@@H](CC(C)C)C(=O)N[C@@H](CO)C(=O)OC.Cl (H-Leu-Ser-OCH3.HCl), N([C@@H](CO)C(=O)NN)C(=O)OCC1=CC=CC=C1 (Z-Ser-NHNH2), [N-]=[N+]=[N-] (azide), Cl.O1CCOCC1 (hydrochloric acid dioxane), N(=O)OCCC(C)C (isoamyl nitrite). Solvent: CN(C=O)C (dimethylformamide), O (water), NN (hydrazine), CN(C=O)C (dimethylformamide), C(C)N(CC)CC (triethylamine), C(C)N(CC)CC (triethylamine), CN(C=O)C (dimethylformamide). Run at temperature -15 celsius, time 18 hour. Product: N([C@@H](CO)C(=O)N[C@@H](CC(C)C)C(=O)N[C@@H](CO)C(=O)OC)C(=O)OCC1=CC=CC=C1 (Z-Ser-Leu-Ser-OCH3). RXN SMILES: [NH:1]([C:9]([O:11][CH2:12][C:13]1[CH:18]=[CH:17][CH:16]=[CH:15][CH:14]=1)=[O:10])[C@H:2]([C:5]([NH:7]N)=[O:6])[CH2:3][OH:4].Cl.O1CCOCC1.N(OCCC(C)C)=O.[N-]=[N+]=[N-].N[C@H:38]([C:43]([NH:45][C@H:46]([C:49]([O:51][CH3:52])=[O:50])[CH2:47][OH:48])=[O:44])[CH2:39][CH:40]([CH3:42])[CH3:41].Cl>CN(C)C=O.NN.O.C(N(CC)CC)C>[NH:1]([C:9]([O:11][CH2:12][C:13]1[CH:18]=[CH:17][CH:16]=[CH:15][CH:14]=1)=[O:10])[C@H:2]([C:5]([NH:7][C@H:38]([C:43]([NH:45][C@H:46]([C:49]([O:51][CH3:52])=[O:50])[CH2:47][OH:48])=[O:44])[CH2:39][CH:40]([CH3:42])[CH3:41])=[O:6])[CH2:3][OH:4] |f:1.2,5.6|. Reported procedure: 3.19 Grams of Z-Ser-NHNH2 was dissolved in 25 ml of dimethylformamide, and 6.30 ml of 6N-hydrochloric acid/dioxane was added to the solution, cooled to -15° C., then 1.69 ml of isoamyl nitrite was added thereto. After the reaction mixture shows a negative reaction in hydrazine-test, 1.76 ml of a cold dimethylformamide solution with 5.29 ml of triethylamine was added drop by drop in small amount to neutralize the reaction mixture. This reaction mixture containing an azide product was added to 20 ... Reactants: COc1ccc(OB([O-])[O-])cc1, O=C(C=Cc1cccc(Br)c1)Nc1ccc(CN2CCCCC2)cc1, O=C([O-])[O-], CCO, Cc1ccccc1, [K+], [K+]. Reaction SMILES: [B:26]([O-:27])([O-:36])[O:37][c:28]1[cH:29][cH:30][c:31]([O:34][CH3:35])[cH:32][cH:33]1.[Br:1][c:2]1[cH:3][c:4]([CH:5]=[CH:6][C:7](=[O:8])[NH:9][c:10]2[cH:11][cH:12][c:13]([CH2:14][N:15]3[CH2:16][CH2:17][CH2:18][CH2:19][CH2:20]3)[cH:21][cH:22]2)[cH:23][cH:24][cH:25]1.[C:38](=[O:39])([O-:40])[O-:41].[CH3:44][CH2:45][OH:46].[CH3:47][c:48]1[cH:49][cH:50][cH:51][cH:52][cH:53]1.[K+:42].[K+:43]>>[c:2]1(-[c:28]2[cH:29][cH:30][c:31]([O:34][CH3:35])[cH:32][cH:33]2)[cH:3][c:4]([CH:5]=[CH:6][C:7](=[O:8])[NH:9][c:10]2[cH:11][cH:12][c:13]([CH2:14][N:15]3[CH2:16][CH2:17][CH2:18][CH2:19][CH2:20]3)[cH:21][cH:22]2)[cH:23][cH:24][cH:25]1. Yields the product COc1ccc(-c2cccc(C=CC(=O)Nc3ccc(CN4CCCCC4)cc3)c2)cc1.